describe an organic reaction: reactants, conditions, products, and yield From a dataset of the Open Reaction Database (ORD), a public repository of structured organic reaction records. Starting materials: FC1=C(C(=CC=C1)F)N1C(C=CC2=C1N=C(N=C2C=2C=C(C=CC2C)NC(=O)C2=CSC=C2)NC2CC(NC(C2)(C)C)(C)C)=O (N-(3-{8-(2,6-difluorophenyl)-7-oxo-2-[(2,2,6,6-tetramethyl-4-piperidinyl)amino]-7,8-dihydropyrido[2,3-d]pyrimidin-4-yl}-4-methylphenyl)-3-thiophenecarboxamide), C1(=CC=C(C=C1)S(=O)(=O)O)C (p-toluenesulfonic acid). The solvent is CC(C)O (IPA). Conditions: temperature 60 celsius, time 3 hour. The product is CC1=CC=C(C=C1)S(=O)(=O)O.FC1=C(C(=CC=C1)F)N1C(C=CC2=C1N=C(N=C2C=2C=C(C=CC2C)NC(=O)C2=CSC=C2)NC2CC(NC(C2)(C)C)(C)C)=O (N-(3-{8-(2,6-difluorophenyl)-7-oxo-2-[(2,2,6,6-tetramethyl-4-piperidinyl)amino]-7,8-dihydropyrido[2,3-d]pyrimidin-4-yl}-4-methylphenyl)-3-thiophenecarboxamide 4-methylbenzenesulfonate). As a reaction SMILES: [F:1][C:2]1[CH:7]=[CH:6][CH:5]=[C:4]([F:8])[C:3]=1[N:9]1[C:14]2[N:15]=[C:16]([NH:34][CH:35]3[CH2:40][C:39]([CH3:42])([CH3:41])[NH:38][C:37]([CH3:44])([CH3:43])[CH2:36]3)[N:17]=[C:18]([C:19]3[CH:20]=[C:21]([NH:26][C:27]([C:29]4[CH:33]=[CH:32][S:31][CH:30]=4)=[O:28])[CH:22]=[CH:23][C:24]=3[CH3:25])[C:13]=2[CH:12]=[CH:11][C:10]1=[O:45].[C:46]1([CH3:56])[CH:51]=[CH:50][C:49]([S:52]([OH:55])(=[O:54])=[O:53])=[CH:48][CH:47]=1>CC(O)C>[CH3:56][C:46]1[CH:47]=[CH:48][C:49]([S:52]([OH:55])(=[O:54])=[O:53])=[CH:50][CH:51]=1.[F:8][C:4]1[CH:5]=[CH:6][CH:7]=[C:2]([F:1])[C:3]=1[N:9]1[C:14]2[N:15]=[C:16]([NH:34][CH:35]3[CH2:36][C:37]([CH3:43])([CH3:44])[NH:38][C:39]([CH3:42])([CH3:41])[CH2:40]3)[N:17]=[C:18]([C:19]3[CH:20]=[C:21]([NH:26][C:27]([C:29]4[CH:33]=[CH:32][S:31][CH:30]=4)=[O:28])[CH:22]=[CH:23][C:24]=3[CH3:25])[C:13]=2[CH:12]=[CH:11][C:10]1=[O:45] |f:3.4|. Procedure details: Added IPA (5 mL) to N-(3-{8-(2,6-difluorophenyl)-7-oxo-2-[(2,2,6,6-tetramethyl-4-piperidinyl)amino]-7,8-dihydropyrido[2,3-d]pyrimidin-4-yl}-4-methylphenyl)-3-thiophenecarboxamide (203.2 mg) and heated to 60° C. Added p-toluenesulfonic acid (1.1 eq; 1M in water), and solution clarified. After a few minutes at about 60° C., cooled to rt. Stirred for about 3 hrs at rt, then filtered, washed with IPA, and dried in vacuum oven at 50° C. to provide the title compound (123.9 mg). Melting point (tested ...